From a dataset of the Open Reaction Database (ORD), a public repository of structured organic reaction records. describe an organic reaction: reactants, conditions, products, and yield Reactants: FeCl3, FeCl3, ClC1=C(C=O)C(=CC=C1)Cl (2,6-dichloro-benzaldehyde), COC(C1=CC(=C(C=C1)N)N)=O (3,4-diamino-benzoic acid methyl ester). Solvent: CS(=O)C (DMSO), CS(=O)C (DMSO), CCOC(=O)C (EtOAc). Conditions: time 17 hour. The product is COC(=O)C1=CC2=C(N=C(N2)C2=C(C=CC=C2Cl)Cl)C=C1 (2-(2,6-Dichloro-phenyl)-3H-benzoimidazole-5-carboxylic acid methyl ester). As a reaction SMILES: [Cl:1][C:2]1[CH:9]=[CH:8][CH:7]=[C:6]([Cl:10])[C:3]=1[CH:4]=O.[CH3:11][O:12][C:13](=[O:22])[C:14]1[CH:19]=[CH:18][C:17]([NH2:20])=[C:16]([NH2:21])[CH:15]=1>CS(C)=O.CCOC(C)=O>[CH3:11][O:12][C:13]([C:14]1[CH:19]=[CH:18][C:17]2[N:20]=[C:4]([C:3]3[C:2]([Cl:1])=[CH:9][CH:8]=[CH:7][C:6]=3[Cl:10])[NH:21][C:16]=2[CH:15]=1)=[O:22]. Procedure: Slowly add a solution of FeCl3 (1.46 g, 9.02 mmol) in DMSO (10 mL) to a stirring solution of 2,6-dichloro-benzaldehyde (5.27 g, 30.1 mmol) and 3,4-diamino-benzoic acid methyl ester (5.00 g, 30.1 mmol) in DMSO (90 mL). Allow the reaction to stir open to the air for 17 hr. Add additional FeCl3 (0.73 g, 4.51 mmol). Stir for an additional 24 hr. Dilute with EtOAc (600 mL) and extract with water (3×50 mL). Dry the organic phase over Na2SO4 and evaporate the solvent. Triturate the residue with DCM to ... Yields the product ClC1=CC(=C(C#N)C=C1)NC(CCI)C1=CC=CC=C1 (4-Chloro-2-[(3-iodo-1-phenylpropyl)amino]-benzonitrile), solid. RXN SMILES: C1(P(C2C=CC=CC=2)C2C=CC=CC=2)C=CC=CC=1.N(C(OCC)=O)=NC(OCC)=O.[I-:32].[Li+].[Cl:34][C:35]1[CH:42]=[CH:41][C:38]([C:39]#[N:40])=[C:37]([NH:43][CH:44]([C:48]2[CH:53]=[CH:52][CH:51]=[CH:50][CH:49]=2)[CH2:45][CH2:46]O)[CH:36]=1>O1CCCC1>[Cl:34][C:35]1[CH:42]=[CH:41][C:38]([C:39]#[N:40])=[C:37]([NH:43][CH:44]([C:48]2[CH:53]=[CH:52][CH:51]=[CH:50][CH:49]=2)[CH2:45][CH2:46][I:32])[CH:36]=1 |f:2.3|. Reported procedure: To a solution of triphenylphosphine (1.83 g, 6.98 mmol) in dry tetrahydrofuran (30 ml) at 0° C. and under an atmosphere of nitrogen was added diethyl azodicarboxylate (1.2 g, 6.9 mmol) dropwise. After 20 minutes, lithium iodide and 4-chloro-2-[(3-hydroxy-1-phenylpropyl)amino]-benzonitrile (0.8 g, 2.79 mmol) were added to the mixture and stirring was continued for 5 h. The mixture was then concentrated to dryness, and the residue purified on silica (ether/isohexane 1:4). The title compound was is... Conditions: time 20 minute. Solvent: O1CCCC1 (tetrahydrofuran). Yield: 32.0%. Reactants: C1(=CC=CC=C1)P(C1=CC=CC=C1)C1=CC=CC=C1 (triphenylphosphine), N(=NC(=O)OCC)C(=O)OCC (diethyl azodicarboxylate), [I-].[Li+] (lithium iodide), ClC1=CC(=C(C#N)C=C1)NC(CCO)C1=CC=CC=C1 (4-chloro-2-[(3-hydroxy-1-phenylpropyl)amino]-benzonitrile). Starting materials: O=C1C(=O)c2ccc(Cl)cc2C2=C1SCC1(CCNCC1)O2, O=C(Cl)c1cccc(Cl)c1. The product is O=C1C(=O)c2ccc(Cl)cc2C2=C1SCC1(CCN(C(=O)c3cccc(Cl)c3)CC1)O2. Reaction SMILES: [Cl:1][c:2]1[cH:3][cH:4][c:5]2[c:19]([cH:20]1)[C:9]1=[C:8]([C:7](=[O:21])[C:6]2=[O:22])[S:13][CH2:12][C:11]2([O:10]1)[CH2:14][CH2:15][NH:16][CH2:17][CH2:18]2.[Cl:23][c:24]1[cH:25][c:26]([C:27](=[O:28])[Cl:29])[cH:30][cH:31][cH:32]1>>[Cl:1][c:2]1[cH:3][cH:4][c:5]2[c:19]([cH:20]1)[C:9]1=[C:8]([C:7](=[O:21])[C:6]2=[O:22])[S:13][CH2:12][C:11]2([O:10]1)[CH2:14][CH2:15][N:16]([C:27]([c:26]1[cH:25][c:24]([Cl:23])[cH:32][cH:31][cH:30]1)=[O:28])[CH2:17][CH2:18]2. Starting materials: (S)-2-tert-butoxy-2-((R)-1-(2,3-dihydropyrano[4,3,2-de]quinolin-7-yl)-3,7-dimethylnaphthalen-2-yl)ethanol, solution, I(=O)(=O)(=O)O (periodic acid), [O-2].[O-2].[O-2].[Cr+6] (chromium trioxide). Run in CC#N (MeCN), C(C)#N (acetonitrile). Conditions: time 2 hour. The product is I(=O)(=O)(=O)O.[O-2].[O-2].[O-2].[Cr+6] (periodic acid chromium trioxide), desired product. As a reaction SMILES: [I:1]([OH:5])(=[O:4])(=[O:3])=[O:2].[O-2:6].[O-2].[O-2].[Cr+6:9]>C(#N)C>[I:1]([OH:5])(=[O:4])(=[O:3])=[O:2].[O-2:6].[O-2:2].[O-2:2].[Cr+6:9] |f:1.2.3.4,6.7.8.9.10|. Procedure: A stock solution of periodic acid/chromium trioxide was prepared according to WO 99/52850 by dissolving periodic acid (11.4 g, 50.0 mmol) and chromium trioxide (23 mg, 1.2 mol %) in wet acetonitrile (0.75% H2O) to a volume of 114 mL. To a solution of (S)-2-tert-butoxy-2-((R)-1-(2,3-dihydropyrano[4,3,2-de]quinolin-7-yl)-3,7-dimethylnaphthalen-2-yl)ethanol (211 mg) in MeCN (3 mL) was added the above stock solution (200 μL). After 2 h, the mixture was filtered and purified by reverse phase HPLC (Me... Reactants: CCN(C(C)C)C(C)C (DIPEA), NC=1C=C(C=NC1)C(=O)C1=CN(C=2N=CN=CC21)C(C)C ((5-aminopyridin-3-yl)(7-isopropyl-7H-pyrrolo[2,3-d]pyrimidin-5-yl)methanone), BrC=1C=CC(=NC1)CC(=O)O ((5-bromopyridin-2-yl)acetic acid). Product: BrC=1C=CC(=NC1)CC(=O)NC=1C=NC=C(C1)C(=O)C1=CN(C=2N=CN=CC21)C(C)C (2-(5-bromopyridin-2-yl)-N-(5-{[7-(propan-2-yl)-7H-pyrrolo[2,3-d]pyrimidin-5-yl]carbonyl}pyridin-3-yl)acetamide). As a reaction SMILES: CCN(C(C)C)C(C)C.[NH2:10][C:11]1[CH:12]=[C:13]([C:17]([C:19]2[C:27]3[CH:26]=[N:25][CH:24]=[N:23][C:22]=3[N:21]([CH:28]([CH3:30])[CH3:29])[CH:20]=2)=[O:18])[CH:14]=[N:15][CH:16]=1.[Br:31][C:32]1[CH:33]=[CH:34][C:35]([CH2:38][C:39](O)=[O:40])=[N:36][CH:37]=1>>[Br:31][C:32]1[CH:33]=[CH:34][C:35]([CH2:38][C:39]([NH:10][C:11]2[CH:16]=[N:15][CH:14]=[C:13]([C:17]([C:19]3[C:27]4[CH:26]=[N:25][CH:24]=[N:23][C:22]=4[N:21]([CH:28]([CH3:30])[CH3:29])[CH:20]=3)=[O:18])[CH:12]=2)=[O:40])=[N:36][CH:37]=1. Procedure: The title compound was prepared according to the method described for Example 1 with DIPEA using (5-aminopyridin-3-yl)(7-isopropyl-7H-pyrrolo[2,3-d]pyrimidin-5-yl)methanone (Preparation 95) and (5-bromopyridin-2-yl)acetic acid to afford the title compound as a yellow solid in 45% yield, 75 mg. LCMS (System 9): Rt=2.97 min; m/z 479 [M+H]+. Reactants: CC(C)([O-])C.[K+] (potassium-t-butoxide), solution, OC1CN(CC2=C(C3=C(C=C12)OCO3)OC)C (4-hydroxy-8-methoxy-2-methyl-6,7 -methylenedioxy-1,2,3,4-tetrahydroisoquinoline), C1(C=CC=C2C3=CC=CC=C3C=C12)=O (fluorenone), ice. The solvent is C1=CC=CC=C1 (benzene). Yields the product COC=1C2=C(C=C3C(CN(CC13)C)=O)OCO2 (2,3-dihydro-8-methoxy-2-methyl-6,7-methylenedioxy-4(1H)-isoquinolone). Yield: 8.2%. Reaction SMILES: CC(C)([O-])C.[K+].[OH:7][CH:8]1[C:17]2[C:12](=[C:13]([O:21][CH3:22])[C:14]3[O:20][CH2:19][O:18][C:15]=3[CH:16]=2)[CH2:11][N:10]([CH3:23])[CH2:9]1.C1(=O)C2C(C3C(C=2)=CC=CC=3)=CC=C1>C1C=CC=CC=1>[CH3:22][O:21][C:13]1[C:14]2[O:20][CH2:19][O:18][C:15]=2[CH:16]=[C:17]2[C:12]=1[CH2:11][N:10]([CH3:23])[CH2:9][C:8]2=[O:7] |f:0.1|. Reported procedure: 673 mg (6 mmol) of potassium-t-butoxide was added to a solution (20 ml) of 593 mg (2.5 mmol) of 4-hydroxy-8-methoxy-2-methyl-6,7-methylenedioxy-1,2,3,4-tetrahydroisoquinoline (6) and 2.25 g (12.5 mmol) of fluorenone in anhydrous benzene under a nitrogen atmosphere and refluxed under heating for 10 minutes. Then 15 ml of ice-cold water was added to the solution to stop the reaction. The solution was extracted with ethyl ether and then the organic layer was extracted with a 5% hydrochloric acid so... Reactants: [OH-].[K+] (KOH), C(CC(=O)OC)(=O)OC (dimethyl malonate). Solvent: CO (methanol). Product: C(CC(=O)[O-])(=O)OC.[K+] (Potassium Monomethyl Malonate). Isolated yield 76.0%. As a reaction SMILES: [OH-].[K+:2].[C:3]([O:10]C)(=[O:9])[CH2:4][C:5]([O:7][CH3:8])=[O:6]>CO>[C:5]([O:7][CH3:8])(=[O:6])[CH2:4][C:3]([O-:10])=[O:9].[K+:2] |f:0.1,4.5|. Procedure: 111.6 g of KOH (1.8 mol) are dissolved in 500 g of methanol, and the solution is added to 264.2 g of dimethyl malonate (2 mol) in the course of 2 h at room temperature. The KPG agitator is operated during this at 50 rpm. This mixes the reaction suspension inadequately, broad edge zones remain virtually unmixed. The reaction suspension is then filtered and the filtration residue is washed with methanol and dried in vacuo. 214.2 g of KMM are is obtained, equivalent to a yield of 76% of theory havi... Starting materials: CN1C(N(C(C1)=O)CC(=O)O)=O ((1-methyl-2,4-dioxoimidazolidin-3-yl)-acetic acid), C(#N)C1=CC=C(C=O)C=C1 (4-cyanobenzaldehyde), C(C)(=O)[O-].[Na+] (sodium acetate), C(C)(=O)OC(C)=O (acetic anhydride). Run in C(C)(=O)O (acetic acid). Product: C(#N)C1=CC=C(C=C2C(N(C(N2C)=O)CC(=O)O)=O)C=C1 ((5-(4-Cyanobenzylidene)-1-methyl-2,4-dioxoimidazolidin-3-yl)-acetic acid). Reaction SMILES: [CH3:1][N:2]1[CH2:6][C:5](=[O:7])[N:4]([CH2:8][C:9]([OH:11])=[O:10])[C:3]1=[O:12].[C:13]([C:15]1[CH:22]=[CH:21][C:18]([CH:19]=O)=[CH:17][CH:16]=1)#[N:14].C([O-])(=O)C.[Na+].C(OC(=O)C)(=O)C>C(O)(=O)C>[C:13]([C:15]1[CH:22]=[CH:21][C:18]([CH:19]=[C:6]2[N:2]([CH3:1])[C:3](=[O:12])[N:4]([CH2:8][C:9]([OH:11])=[O:10])[C:5]2=[O:7])=[CH:17][CH:16]=1)#[N:14] |f:2.3|. Reported procedure: 2.6 g (15 mmol) of (1-methyl-2,4-dioxoimidazolidin-3-yl)-acetic acid, 2.9 g (22 mmol) of 4-cyanobenzaldehyde, 1.8 g (22 mmol) of sodium acetate and 2.1 ml (22 mmol) of acetic anhydride are heated under reflux in 25 ml of acetic acid for 6 hours. After cooling, the mixture is poured onto ice and extracted with ethyl acetate. The ethyl acetate phase is extracted with sodium bicarbonate solution and the aqueous phase is acidified. The product which has precipitated is filtered off with suction and ... Starting materials: NC1=C(C=C(C=N1)C=1C=C(C=C(C1)Cl)C(=O)N1CCOCC1)C=1N=NN(C1)C(C)C ([3-[6-amino-5-(1-isopropyltriazol-4-yl)-3-pyridyl]-5-chloro-phenyl]-morpholino-methanone), [BH4-].[Na+] (NaBH4), CO (MeOH). The solvent is O (water), C1CCOC1 (THF), C1CCOC1 (THF). Run at time 30 minute. Product: ClC=1C=C(C=C(C1)CN1CCOCC1)C=1C=C(C(=NC1)N)C=1N=NN(C1)C(C)C (5-[3-Chloro-5-(morpholinomethyl)phenyl]-3-(1-isopropyltriazol-4-yl)pyridin-2-amine). Isolated yield 20.5%. RXN SMILES: [NH2:1][C:2]1[N:7]=[CH:6][C:5]([C:8]2[CH:9]=[C:10]([C:15]([N:17]3[CH2:22][CH2:21][O:20][CH2:19][CH2:18]3)=O)[CH:11]=[C:12]([Cl:14])[CH:13]=2)=[CH:4][C:3]=1[C:23]1[N:24]=[N:25][N:26]([CH:28]([CH3:30])[CH3:29])[CH:27]=1.[BH4-].[Na+].CO>C1COCC1.O>[Cl:14][C:12]1[CH:13]=[C:8]([C:5]2[CH:4]=[C:3]([C:23]3[N:24]=[N:25][N:26]([CH:28]([CH3:30])[CH3:29])[CH:27]=3)[C:2]([NH2:1])=[N:7][CH:6]=2)[CH:9]=[C:10]([CH2:15][N:17]2[CH2:18][CH2:19][O:20][CH2:21][CH2:22]2)[CH:11]=1 |f:1.2|. Reported procedure: BF3Et2O in THF (47-49%) (0.70 mL, 2.34 mmol) was added to a solution of [3-[6-amino-5-(1-isopropyltriazol-4-yl)-3-pyridyl]-5-chloro-phenyl]-morpholino-methanone (200 mg, 0.46 mmol) in THF (10.0 mL) at 0° C., then reaction mixture was stirred for 30 min, added NaBH4 (89 mg, 2.36 mmol) at 0° C., reaction mixture was slowly warmed to RT, stirred for 16 h. Reaction mixture was cooled to 0° C., added MeOH (5.0 mL) to the reaction mixture, heated to 70° C. for 2 h. The reaction mixture was diluted wit...